The task is: describe an organic reaction: reactants, conditions, products, and yield. This data is from the Open Reaction Database (ORD), a public repository of structured organic reaction records. Reactants: FC1=C(C=CC(=C1)I)NC1=C(C(=O)O)C=CN=C1 (3-[(2-fluoro-4-iodophenyl)amino]isonicotinic acid), FC1=C(C=CC(=C1)I)NC1=C(C(=O)O)C=CN=C1 (3-[(2-fluoro-4-iodophenyl)amino]isonicotinic acid), NCCCN1C(CCC1)=O (1-(3-amino-propyl)-pyrrolidin-2-one). The product is FC1=C(C=CC(=C1)I)NC1=C(C(=O)NCCCN2C(CCC2)=O)C=CN=C1 (3-[(2-fluoro-4-iodophenyl)amino]-N-[3-(2-oxopyrrolidin-1-yl)propyl]isonicotinamide). RXN SMILES: [F:1][C:2]1[CH:7]=[C:6]([I:8])[CH:5]=[CH:4][C:3]=1[NH:9][C:10]1[CH:18]=[N:17][CH:16]=[CH:15][C:11]=1[C:12]([OH:14])=O.[NH2:19][CH2:20][CH2:21][CH2:22][N:23]1[CH2:27][CH2:26][CH2:25][C:24]1=[O:28]>>[F:1][C:2]1[CH:7]=[C:6]([I:8])[CH:5]=[CH:4][C:3]=1[NH:9][C:10]1[CH:18]=[N:17][CH:16]=[CH:15][C:11]=1[C:12]([NH:19][CH2:20][CH2:21][CH2:22][N:23]1[CH2:27][CH2:26][CH2:25][C:24]1=[O:28])=[O:14]. Procedure details: 3-[(2-fluoro-4-iodophenyl)amino]-N-[3-(2-oxopyrrolidin-1-yl)propyl]isonicotinamide was synthesized according to the procedure for General Method 1, outlined above, starting with 0.6 mmol of 3-[(2-fluoro-4-iodophenyl)amino]isonicotinic acid (intermediate 1) and 0.85 mmol of 1-(3-amino-propyl)-pyrrolidin-2-one LC/MS [8.70 min; 483 (M+1)]. Starting materials: FC1=C(C=CC(=C1)F)N=C=O (2,4-Difluorophenyl isocyanate), NC=1C=NC2=CC=C(C=C2C1C1=CC=CC=C1)Cl (3-amino-6-chloro-4-phenylquinoline). Run in O1CCCC1 (tetrahydrofuran). Conditions: time 20 hour. The product is ClC=1C=C2C(=C(C=NC2=CC1)NC(=O)NC1=C(C=C(C=C1)F)F)C1=CC=CC=C1 (6-chloro-3-[3-(2,4-difluorophenyl)ureido]-4-phenylquinoline). The yield is 77.8%. Reaction SMILES: [F:1][C:2]1[CH:7]=[C:6]([F:8])[CH:5]=[CH:4][C:3]=1[N:9]=[C:10]=[O:11].[NH2:12][C:13]1[CH:14]=[N:15][C:16]2[C:21]([C:22]=1[C:23]1[CH:28]=[CH:27][CH:26]=[CH:25][CH:24]=1)=[CH:20][C:19]([Cl:29])=[CH:18][CH:17]=2>O1CCCC1>[Cl:29][C:19]1[CH:20]=[C:21]2[C:16](=[CH:17][CH:18]=1)[N:15]=[CH:14][C:13]([NH:12][C:10]([NH:9][C:3]1[CH:4]=[CH:5][C:6]([F:8])=[CH:7][C:2]=1[F:1])=[O:11])=[C:22]2[C:23]1[CH:28]=[CH:27][CH:26]=[CH:25][CH:24]=1. Reported procedure: 2,4-Difluorophenyl isocyanate (0.24 ml) was added to a solution of 3-amino-6-chloro-4-phenylquinoline (509 mg) in anhydrous tetrahydrofuran (8 ml), and the mixture was allowed to stand at room temperature for 20 hrs. The precipitated crystals were collected by filtration. The filtrate was concentrated and the precipitated crystals were collected by filtration. Thus obtained crystals were combined and recrystallized from ethanol to give 6-chloro-3-[3-(2,4-difluorophenyl)ureido]-4-phenylquinoline ... Starting materials: FC1=NC=C(C(=O)O)C=C1C (6-fluoro-5-methylnicotinic acid), C1(CCC1)O (cyclobutanol), Amine-1. Product: C1(CCC1)OC1=NC=C(C(=O)O)C=C1C (6-cyclobutoxy-5-methylnicotinic acid). Yield: 88.0%. Reaction SMILES: F[C:2]1[C:10]([CH3:11])=[CH:9][C:5]([C:6]([OH:8])=[O:7])=[CH:4][N:3]=1.[CH:12]1([OH:16])[CH2:15][CH2:14][CH2:13]1>>[CH:12]1([O:16][C:2]2[C:10]([CH3:11])=[CH:9][C:5]([C:6]([OH:8])=[O:7])=[CH:4][N:3]=2)[CH2:15][CH2:14][CH2:13]1. Procedure: The title compound is prepared in 88% yield (1.18 g, white solid) from 6-fluoro-5-methylnicotinic acid (1.00 g, 6.45 mmol) and cyclobutanol (837 mg, 11.6 mmol) in a similar manner to Step-1 of Amine-1. Starting materials: [OH-].[Na+] (sodium hydroxide), aqueous solution, C=CC1=CC=CC=C1 (styrene), C(C=C)(=O)OCCCC (n-butyl acrylate), C(C=C)(=O)O (acrylic acid), C(CCCCCCCCCCC)S (dodecanethiol), C(Br)(Br)(Br)Br (carbon tetrabromide), [N+](=O)(O)[O-] (nitric acid). Solvent: S(=O)(=O)([O-])OOS(=O)(=O)[O-].[NH4+].[NH4+] (ammonium persulfate), O (water), O (water). Conditions: temperature 70 celsius, time 5 hour. Yields the product C=CC1=CC=CC=C1.C=CC(=O)O (styrene acrylic acid resin), ( E1 ). RXN SMILES: [CH2:1]=[CH:2][C:3]1[CH:8]=[CH:7][CH:6]=[CH:5][CH:4]=1.[C:9]([O:13]CCCC)(=[O:12])[CH:10]=[CH2:11].C(O)(=O)C=C.C(S)CCCCCCCCCCC.C(Br)(Br)(Br)Br.[OH-].[Na+].[N+]([O-])(O)=O>O.S(OOS([O-])(=O)=O)([O-])(=O)=O.[NH4+].[NH4+]>[CH2:1]=[CH:2][C:3]1[CH:8]=[CH:7][CH:6]=[CH:5][CH:4]=1.[CH2:11]=[CH:10][C:9]([OH:13])=[O:12] |f:5.6,9.10.11,12.13|. Procedure: 370 parts of styrene, 30 parts of n-butyl acrylate, 8 parts of acrylic acid, 24 parts of dodecanethiol and 4 parts of carbon tetrabromide are mixed and dissolved, and put in a flask together with 6 parts of a nonionic surfactant (trade name: NONIPOL 400, manufactured by Sanyo Chemical Industries, Ltd.) and 10 parts of anionic surfactant (trade name: NEOGEN SC, Dai-ichi Kogyo Seiyaku Co., Ltd.), which are dissolved in 550 parts of ion exchange water, and the mixture is dispersed and emulsified. W... Reactants: CCO, CC(=O)Cl, Nc1c(C(=O)c2cccc(S(N)(=O)=O)c2)[nH]c2cc(Cl)ccc12, Cc1ccccc1. The product is CC(=O)Nc1c(C(=O)c2cccc(S(N)(=O)=O)c2)[nH]c2cc(Cl)ccc12. RXN SMILES: [CH2:35]([OH:36])[CH3:37].[CH3:24][C:25]([Cl:26])=[O:27].[NH2:1][c:2]1[c:3]([C:12](=[O:13])[c:14]2[cH:15][c:16]([S:20](=[O:21])(=[O:22])[NH2:23])[cH:17][cH:18][cH:19]2)[nH:4][c:5]2[cH:6][c:7]([Cl:11])[cH:8][cH:9][c:10]12.[c:28]1([CH3:29])[cH:30][cH:31][cH:32][cH:33][cH:34]1>>[NH:1]([c:2]1[c:3]([C:12](=[O:13])[c:14]2[cH:15][c:16]([S:20](=[O:21])(=[O:22])[NH2:23])[cH:17][cH:18][cH:19]2)[nH:4][c:5]2[cH:6][c:7]([Cl:11])[cH:8][cH:9][c:10]12)[C:25]([CH3:24])=[O:27].